This data is from the Open Reaction Database (ORD), a public repository of structured organic reaction records. The task is: describe an organic reaction: reactants, conditions, products, and yield Starting materials: C(C)(C)(C)OC(=O)N1CCC(CC1)CC=CC1=CC(=CC(=C1)F)F (1-t-Butoxycarbonyl-4-(3-(3,5-difluorophenyl)prop-2-enyl) piperidine). Reagents/catalysts: [Pd] (palladium on carbon). The solvent is CO (MeOH). Reaction conditions: time 2 hour. Yields the product C(C)(C)(C)OC(=O)N1CCC(CC1)CCCC1=CC(=CC(=C1)F)F (1-t-Butoxycarbonyl-4-(3-(3,5-difluorophenyl)propyl) piperidine). Reaction SMILES: [C:1]([O:5][C:6]([N:8]1[CH2:13][CH2:12][CH:11]([CH2:14][CH:15]=[CH:16][C:17]2[CH:22]=[C:21]([F:23])[CH:20]=[C:19]([F:24])[CH:18]=2)[CH2:10][CH2:9]1)=[O:7])([CH3:4])([CH3:3])[CH3:2]>[Pd].CO>[C:1]([O:5][C:6]([N:8]1[CH2:9][CH2:10][CH:11]([CH2:14][CH2:15][CH2:16][C:17]2[CH:18]=[C:19]([F:24])[CH:20]=[C:21]([F:23])[CH:22]=2)[CH2:12][CH2:13]1)=[O:7])([CH3:4])([CH3:2])[CH3:3]. Procedure: A mixture of 1-t-butoxycarbonyl-4-(3-(3,5-difluorophenyl) prop-2-enyl)piperidine (from EXAMPLE 95, Step C) and 50 mg of 10% palladium on carbon in MeOH (10 mL) was hydrogenated at 50 psi for 2 h. The suspension was filtered though Celite, the cake washed with MeOH and the filtrate was concentrated. Flash chomatography using 0-15% EtOAc in hexanes (v/v) as the eluant afforded the title compound: 1H NMR (500 MHz ) δ 1.10 (dq, J=4.4, 8.2, 21), 1.25-1.30 (21), 1.37-1.45 (m, 1H), 1.47 (s, 9H), 1.62-1... Starting materials: [BH4-], O=Cc1cc(F)cc(Br)c1, CO, [Na+]. The product is OCc1cc(F)cc(Br)c1. RXN SMILES: [BH4-:11].[Br:1][c:2]1[cH:3][c:4]([CH:5]=[O:6])[cH:7][c:8]([F:10])[cH:9]1.[CH3:13][OH:14].[Na+:12]>>[Br:1][c:2]1[cH:3][c:4]([CH2:5][OH:6])[cH:7][c:8]([F:10])[cH:9]1. RXN SMILES: [F:1][C:2]1[CH:7]=[CH:6][C:5](B(O)O)=[CH:4][C:3]=1[C:11]1[N:12]=[N:13][CH:14]=[CH:15][CH:16]=1.Br[C:18]1[N:22]2[N:23]=[CH:24][C:25]([C:27]([OH:30])([CH3:29])[CH3:28])=[N:26][C:21]2=[N:20][CH:19]=1>>[F:1][C:2]1[CH:7]=[CH:6][C:5]([C:18]2[N:22]3[N:23]=[CH:24][C:25]([C:27]([OH:30])([CH3:28])[CH3:29])=[N:26][C:21]3=[N:20][CH:19]=2)=[CH:4][C:3]=1[C:11]1[N:12]=[N:13][CH:14]=[CH:15][CH:16]=1. Procedure: 4-Fluoro-3-(pyridazin-3-yl)phenylboronic acid (50 mg, 0.23 mmol) was coupled to 2-(7-bromoimidazo[1,2-b][1,2,4]triazin-3-yl)propan-2-ol (56 mg, 0.22 mmol) using the method of Example 20. Purification by chromatography (silica gel, 3% MeOH/CH2Cl2) gave the title compound as a yellow solid: 1H NMR (400 MHz, CDCl3) δ 1.72 (6H, s), 7.37 (1H, dd, J 11, 9 Hz), 7.60 (1H, dd, J 9, 5 Hz), 8.04 (1H, dt, J 9, 2 Hz), 8.14-8.19 (1H, m), 8.31 (1H, s), 8.82 (1H, s), 8.90 (1H, dd, J 7, 2 Hz), 9.22 (1H, dd, J 5,... Reactants: FC1=C(C=C(C=C1)B(O)O)C=1N=NC=CC1 (4-Fluoro-3-(pyridazin-3-yl)phenylboronic acid), BrC1=CN=C2N1N=CC(=N2)C(C)(C)O (2-(7-bromoimidazo[1,2-b][1,2,4]triazin-3-yl)propan-2-ol). Yields the product FC1=C(C=C(C=C1)C1=CN=C2N1N=CC(=N2)C(C)(C)O)C=2N=NC=CC2 (2-[7-(4-Fluoro-3-(pyridazin-3-yl)phenyl)imidazo[1,2-b][1,2,4]triazin-3-yl]-propan-2-ol). Reactants: C1(CCCC1)C=O (Cyclopentane-carboxaldehyde), ClC1=NC(=NC(=C1)Cl)SC (4,6-Dichloro-2-methylsulfanyl-pyrimidine), [Li] (Lithium), solution. Solvent: C1CCOC1 (THF), hexanes. Run at temperature -78 celsius, time 20 minute. Product: C1(CCCC1)C(O)C=1C(=NC(=NC1Cl)SC)Cl (cyclopentyl-(4,6-dichloro-2-methylsulfanyl-pyrimidin-5-yl)-methanol). Reaction SMILES: [Cl:1][C:2]1[CH:7]=[C:6]([Cl:8])[N:5]=[C:4]([S:9][CH3:10])[N:3]=1.[Li].[CH:12]1([CH:17]=[O:18])[CH2:16][CH2:15][CH2:14][CH2:13]1>C1COCC1>[CH:12]1([CH:17]([C:7]2[C:2]([Cl:1])=[N:3][C:4]([S:9][CH3:10])=[N:5][C:6]=2[Cl:8])[OH:18])[CH2:16][CH2:15][CH2:14][CH2:13]1 |^1:10|. Procedure: 4,6-Dichloro-2-methylsulfanyl-pyrimidine (8.0 g, 41.01 mmol) was dissolved in 500 mL dry THF and cooled to −78° C. Lithium diusopropylamine (36.9 mL of 2.0 M solution in hexanes) was added dropwise, and the reaction mixture was stirred for 20 minutes at −78° C. Cyclopentane-carboxaldehyde (8.05 g, 82.02 mmol was added, and the reaction mixture was stirred for 45 minutes at −78° C. The reaction was quenched by addition of saturated aqueous ammonium chloride. The aqueous mixture was extracted with... Reactants: SC=1SC2=C(N1)C=CC=C2 (2-mercaptobenzothiazole), [H-].[Na+] (sodium hydride), O(C1=CC=CC=C1)CC(=O)NC1[C@@H]2N(C(=C(CS2)OS(=O)(=O)C(F)(F)F)C(=O)OC(C2=CC=CC=C2)C2=CC=CC=C2)C1=O (diphenylmethyl 7-phenoxyacetamido-3-(trifluoromethylsulfonyloxy)-3-cephem-4-carboxylate). The solvent is O1CCCC1 (tetrahydrofuran). Reaction conditions: temperature -20 celsius, time 16 hour. Product: O(C1=CC=CC=C1)CC(=O)NC1[C@@H]2N(C(=C(CS2)SC=2SC3=C(N2)C=CC=C3)C(=O)OC(C3=CC=CC=C3)C3=CC=CC=C3)C1=O (Diphenylmethyl 7-Phenoxyacetamido-3-(2-benzothiazolylthio)ceph-3-em-4-carboxylate). As a reaction SMILES: [SH:1][C:2]1[S:3][C:4]2[CH:10]=[CH:9][CH:8]=[CH:7][C:5]=2[N:6]=1.[H-].[Na+].[O:13]([CH2:20][C:21]([NH:23][CH:24]1[C:55](=[O:56])[N:26]2[C:27]([C:39]([O:41][CH:42]([C:49]3[CH:54]=[CH:53][CH:52]=[CH:51][CH:50]=3)[C:43]3[CH:48]=[CH:47][CH:46]=[CH:45][CH:44]=3)=[O:40])=[C:28](OS(C(F)(F)F)(=O)=O)[CH2:29][S:30][C@H:25]12)=[O:22])[C:14]1[CH:19]=[CH:18][CH:17]=[CH:16][CH:15]=1>O1CCCC1>[O:13]([CH2:20][C:21]([NH:23][CH:24]1[C:55](=[O:56])[N:26]2[C:27]([C:39]([O:41][CH:42]([C:43]3[CH:48]=[CH:47][CH:46]=[CH:45][CH:44]=3)[C:49]3[CH:50]=[CH:51][CH:52]=[CH:53][CH:54]=3)=[O:40])=[C:28]([S:1][C:2]3[S:3][C:4]4[CH:10]=[CH:9][CH:8]=[CH:7][C:5]=4[N:6]=3)[CH2:29][S:30][C@H:25]12)=[O:22])[C:14]1[CH:19]=[CH:18][CH:17]=[CH:16][CH:15]=1 |f:1.2|. Procedure: To a solution of 2-mercaptobenzothiazole (0.26 g. 1.54 mmol) in dry tetrahydrofuran (5.0 ml) at -78° C. was added sodium hydride (98%) (0.0369 g. 1.54 mmol). followed by diphenylmethyl 7-phenoxyacetamido-3-(trifluoromethylsulfonyloxy)-3-cephem-4-carboxylate (1.0 gm, 1.54 mmol). The reaction was warmed up to -20° C. and stirred for 16 hours before quenching in 0.5 N solution of hydrochloric acid (5 ml). The aqueous layer was extracted with dichloromethane (3×5 ml), dried (magnesium sulfate) and e... The reactants are C(C)OC1=CC=C(C(=O)CC#N)C=C1 (p-ethoxy-benzoylacetonitrile), O.NN (hydrazine monohydrate), C(C)O (ethanol). Product: C(C)OC1=CC=C(C=C1)C1=CC(=NN1)N (5-(4-Ethoxyphenyl)pyrazol-3-amine). Isolated yield 71.0%. As a reaction SMILES: C(O[C:4]1[CH:14]=[CH:13][C:7]([C:8]([CH2:10][C:11]#[N:12])=O)=[CH:6][CH:5]=1)C.O.[NH2:16][NH2:17].[CH2:18]([OH:20])[CH3:19]>>[CH2:18]([O:20][C:4]1[CH:5]=[CH:6][C:7]([C:8]2[NH:17][N:16]=[C:11]([NH2:12])[CH:10]=2)=[CH:13][CH:14]=1)[CH3:19] |f:1.2|. Reported procedure: A (21.1 g, 112 mmole) portion of p-ethoxy-benzoylacetonitrile from Part A hereinabove and hydrazine monohydrate (7.0 mL, 144 mmole) were combined in 95% ethanol (145 mL) and refluxed for two hours. After cooling, the solvent was evaporated under vacuum and the crystalline residue recrystallized from ethyl acetate (500 mL) to afford 16.14 g (71%) of the subtitled compound as fine white needles (m.p. 152°-156°). An analytical sample was prepared with a second recrystallization (m.p. 155°-157°). 1H... The reactants are SC1=C(C(=O)O)C=CC=N1 (2-mercaptonicotinic acid), [H-].[Na+] (sodium hydride), IC(C)C (2-iodopropane), O.O.O.O.O.O.O.O.O.O.S(=O)(=O)([O-])[O-].[Na+].[Na+] (sodium sulfate decahydrate), [H-].[Al+3].[Li+].[H-].[H-].[H-] (lithium aluminum hydride), crude product. The solvent is [Cl-].[NH4+] (ammonium chloride), CN(C=O)C (dimethylformamide), O1CCCC1 (tetrahydrofuran), O1CCCC1 (tetrahydrofuran). Reaction conditions: temperature 60 celsius, time 2 hour. The product is C(C)(C)SC1=NC=CC=C1CO ((2-(isopropylthio)pyridin-3-yl)methanol). Reaction SMILES: [SH:1][C:2]1[N:10]=[CH:9][CH:8]=[CH:7][C:3]=1[C:4]([OH:6])=O.[H-].[Na+].[H-].[Al+3].[Li+].[H-].[H-].[H-].O.O.O.O.O.O.O.O.O.O.S([O-])([O-])(=O)=O.[Na+].[Na+].I[CH:37]([CH3:39])[CH3:38]>CN(C)C=O.[Cl-].[NH4+].O1CCCC1>[CH:37]([S:1][C:2]1[C:3]([CH2:4][OH:6])=[CH:7][CH:8]=[CH:9][N:10]=1)([CH3:39])[CH3:38] |f:1.2,3.4.5.6.7.8,9.10.11.12.13.14.15.16.17.18.19.20.21,24.25|. Procedure: To a solution of 2-mercaptonicotinic acid (700 mg) in dimethylformamide (7 ml), 1.35 ml of 2-iodopropane and 541 mg of sodium hydride were added under ice-cooling, and the reaction solution was stirred at room temperature for 4 hours, at 60° C. for 2 hours. The reaction solution was cooled, then diluted with a saturated aqueous ammonium chloride solution, and extracted with ethyl acetate. The combined organic layers were washed with a saturated saline solution and then dried over anhydrous sodiu...